Dataset: the Open Reaction Database (ORD), a public repository of structured organic reaction records. Task: describe an organic reaction: reactants, conditions, products, and yield Reactants: O(C1=CC=CC=C1)S(=O)(=O)C1=CC=C2NCC(NC2=C1)=O (7-Phenoxysulfonyl-3,4-dihydroquinoxalin-2(1H)-one), CC(=CCBr)C (3-methyl-2-buten-1-yl bromide), O (water). Solvent: CN(C(C)=O)C (N,N-dimethylacetamide). Product: CC(=CCN1CC(NC2=CC(=CC=C12)S(=O)(=O)OC1=CC=CC=C1)=O)C (4-(3-Methyl-2-buten-1-yl)-7-phenoxysulfonyl-3,4-dihydroquinoxalin-2(1H)-one). Reaction SMILES: [O:1]([S:8]([C:11]1[CH:20]=[C:19]2[C:14]([NH:15][CH2:16][C:17](=[O:21])[NH:18]2)=[CH:13][CH:12]=1)(=[O:10])=[O:9])[C:2]1[CH:7]=[CH:6][CH:5]=[CH:4][CH:3]=1.[CH3:22][C:23]([CH3:27])=[CH:24][CH2:25]Br.O>CN(C)C(=O)C>[CH3:22][C:23]([CH3:27])=[CH:24][CH2:25][N:15]1[C:14]2[C:19](=[CH:20][C:11]([S:8]([O:1][C:2]3[CH:7]=[CH:6][CH:5]=[CH:4][CH:3]=3)(=[O:9])=[O:10])=[CH:12][CH:13]=2)[NH:18][C:17](=[O:21])[CH2:16]1. Procedure details: 7-Phenoxysulfonyl-3,4-dihydroquinoxalin-2(1H)-one (1.52 g, 5.0 mmol) in 20 ml of N,N-dimethylacetamide was stirred for 8 hours at 100° C. with 2 ml of 3-methyl-2-buten-1-yl bromide. After cooling, the mixture was treated with water and extracted with ethyl acetate. The solution was dried using magnesium sulfate and then concentrated, and the residue was chromatographed over a silica gel column using ethyl acetate/heptane=1:1. The fractions which contained the substance were evaporated on a rotar... Reactants: COC(C(CC1=CC=C(C=C1)O)NC(=O)C=1C=NC=CC1)=O (3-(4-hydroxy phenyl)2-[(pyridine-3-carbonyl)amino]propionic acid methyl ester), N,N′-Di isopropyl ethyl amine, C(C)(C)(C)[Si](C)(C)Cl (t-butyl-dimethyl-silylchloride). The solvent is CN(C)C=O (DMF). Conditions: temperature 25 celsius, time 5 hour. Product: COC(C(CC1=CC=C(C=C1)O[Si](C)(C)C(C)(C)C)NC(=O)C=1C=NC=CC1)=O (3[4-(t-butyl-dimethyl-silyloxy)phenyl]2-[(pyridine-3-carbonyl)amino]propionic acid methyl ester). Yield: 82.2%. Reaction SMILES: [CH3:1][O:2][C:3](=[O:22])[CH:4]([NH:13][C:14]([C:16]1[CH:17]=[N:18][CH:19]=[CH:20][CH:21]=1)=[O:15])[CH2:5][C:6]1[CH:11]=[CH:10][C:9]([OH:12])=[CH:8][CH:7]=1.[C:23]([Si:27](Cl)([CH3:29])[CH3:28])([CH3:26])([CH3:25])[CH3:24]>CN(C=O)C>[CH3:1][O:2][C:3](=[O:22])[CH:4]([NH:13][C:14]([C:16]1[CH:17]=[N:18][CH:19]=[CH:20][CH:21]=1)=[O:15])[CH2:5][C:6]1[CH:11]=[CH:10][C:9]([O:12][Si:27]([C:23]([CH3:26])([CH3:25])[CH3:24])([CH3:29])[CH3:28])=[CH:8][CH:7]=1. Procedure: To a solution of 3-(4-hydroxy phenyl)2-[(pyridine-3-carbonyl)amino]propionic acid methyl ester (0.53 g, 1.76 mmol) in DMF (1 mL) was added N,N′-Di isopropyl ethyl amine (0.47 mL, 2.00 mmol) then reaction mixture cooled to (0° C.), t-butyl-dimethyl-silylchloride (0.26 g, 1.76 mmol), was added to reaction mass at (0° C.). The mixture was allowed to stir at room temperature (25° C.) over 5 h. The reaction mixture was quenched with ice, diluted with ethyl acetate (100 mL)), washed with water (3×50 m... The solvent is C(C)#N (acetonitrile), C(C)#N (acetonitrile). RXN SMILES: [O:1]=[C:2]1[CH:6]=[C:5]([C@@H:7]2[CH2:12][CH2:11][N:10]([C:13]([O:15][CH3:16])=[O:14])[C@@H:9]([CH2:17][C:18]3[CH:23]=[CH:22][C:21]([C:24]([F:27])([F:26])[F:25])=[CH:20][CH:19]=3)[CH2:8]2)[O:4][NH:3]1.CCCCCCC.CCO>C(#N)C>[O:1]=[C:2]1[CH:6]=[C:5]([C@H:7]2[CH2:12][CH2:11][N:10]([C:13]([O:15][CH3:16])=[O:14])[C@H:9]([CH2:17][C:18]3[CH:19]=[CH:20][C:21]([C:24]([F:27])([F:25])[F:26])=[CH:22][CH:23]=3)[CH2:8]2)[O:4][NH:3]1.[O:1]=[C:2]1[CH:6]=[C:5]([C@@H:7]2[CH2:12][CH2:11][N:10]([C:13]([O:15][CH3:16])=[O:14])[C@@H:9]([CH2:17][C:18]3[CH:19]=[CH:20][C:21]([C:24]([F:27])([F:25])[F:26])=[CH:22][CH:23]=3)[CH2:8]2)[O:4][NH:3]1 |f:1.2|. The reactants are O=C1NOC(=C1)[C@H]1C[C@@H](N(CC1)C(=O)OC)CC1=CC=C(C=C1)C(F)(F)F (Trans-methyl 4-(3-oxo-2,3-dihydroisoxazol-5-yl)-2-(4-(trifluoromethyl)benzyl)piperidine-1-carboxylate), CCCCCCC.CCO (Heptane EtOH). Yield: 43.5%. The product is O=C1NOC(=C1)[C@@H]1C[C@H](N(CC1)C(=O)OC)CC1=CC=C(C=C1)C(F)(F)F ((2S,4S)-methyl 4-(3-oxo-2,3-dihydroisoxazol-5-yl)-2-(4-(trifluoromethyl)benzyl)piperidine-1-carboxylate), O=C1NOC(=C1)[C@H]1C[C@@H](N(CC1)C(=O)OC)CC1=CC=C(C=C1)C(F)(F)F ((2R,4R)-methyl 4-(3-oxo-2,3-dihydroisoxazol-5-yl)-2-(4-(trifluoromethyl)benzyl)piperidine-1-carboxylate). Procedure: Trans-methyl 4-(3-oxo-2,3-dihydroisoxazol-5-yl)-2-(4-(trifluoromethyl)benzyl)piperidine-1-carboxylate (205 mg, 0.53 mmol) was subjected to chiral preparative HPLC (Column: Chiralpak IC (250×20), 5 μm particle size, mobile phase: Heptane/EtOH/FA 90/10/0.1, flow rate 18 mL/min) to yield (2S,4S)-methyl 4-(3-oxo-2,3-dihydroisoxazol-5-yl)-2-(4-(trifluoromethyl)benzyl)piperidine-1-carboxylate (77 mg, 38.5%), chiral purity 99.3% ee, Optical rotation [α]D20=+34.6 (acetonitrile, c=1) and (2R,4R)-methyl 4... Starting materials: C(C)(=O)C1=C(C(N(N=C1C1=CC(=CC=C1)Cl)CC)=O)[N+](=O)[O-] (5-acetyl-2-ethyl-4-nitro-6-(3-chlorophenyl)pyridazin-3(2H)-one), NC1=C2C=CN=CC2=CC=C1 (5-amino-isoquinoline). The solvent is C(C)O (ethanol). Conditions: time 2 hour. Yields the product C(C)(=O)C1=C(C(N(N=C1C1=CC(=CC=C1)Cl)CC)=O)NC1=C2C=CN=CC2=CC=C1 (5-Acetyl-6-(3-chlorophenyl)-2-ethyl-4-(isoquinolin-5-ylamino)pyridazin-3(2H)-one). The yield is 21.5%. As a reaction SMILES: [C:1]([C:4]1[C:9]([C:10]2[CH:15]=[CH:14][CH:13]=[C:12]([Cl:16])[CH:11]=2)=[N:8][N:7]([CH2:17][CH3:18])[C:6](=[O:19])[C:5]=1[N+:20]([O-])=O)(=[O:3])[CH3:2].N[C:24]1[CH:33]=[CH:32][CH:31]=[C:30]2[C:25]=1[CH:26]=[CH:27][N:28]=[CH:29]2>C(O)C>[C:1]([C:4]1[C:9]([C:10]2[CH:15]=[CH:14][CH:13]=[C:12]([Cl:16])[CH:11]=2)=[N:8][N:7]([CH2:17][CH3:18])[C:6](=[O:19])[C:5]=1[NH:20][C:24]1[CH:33]=[CH:32][CH:31]=[C:30]2[C:25]=1[CH:26]=[CH:27][N:28]=[CH:29]2)(=[O:3])[CH3:2]. Reported procedure: To a stirred solution of 100 mg (0.311 mmol) of 5-acetyl-2-ethyl-4-nitro-6-(3-chlorophenyl)pyridazin-3(2H)-one (Dal Piaz, V et al, J. Med. Chem. 1997, 40, 1417) in ethanol (4 mL), 5-amino-isoquinoline (67 mg, 0.467 mmol) was added. The resulting mixture was stirred at room temperature for two hours. The solvent was evaporated and the residue purified by column chromatography (silica gel, hexane/ethyl acetate 1:2) to yield the title compound (28 mg, 21.5% yield). The reactants are 7-chloro-1,5-dihydro-2,4-benzodioxepin-4'-methylene-5'-methyl, CC(CO)C(CCl)O (2-methyl-4-chloro-1,3-butanediol), ClC=1C=C(C(=CC1)CO)CO (4-chloro-o-xylylene glycol). The product is ClCC(CCO)O (4-chloro-1,3-butanediol), C=1(C(=CC=CC1)CO)CO (o-xylylene glycol). As a reaction SMILES: C[CH:2]([CH:5]([OH:8])[CH2:6][Cl:7])[CH2:3][OH:4].Cl[C:10]1[CH:11]=[C:12]([CH2:18][OH:19])[C:13]([CH2:16][OH:17])=[CH:14][CH:15]=1>>[Cl:7][CH2:6][CH:5]([OH:8])[CH2:2][CH2:3][OH:4].[C:12]1([CH2:18][OH:19])[C:13]([CH2:16][OH:17])=[CH:14][CH:15]=[CH:10][CH:11]=1. Reported procedure: Example 1 was repeated except for using 10.53 g (76 mmoles) of 2-methyl-4-chloro-1,3-butanediol and 6.00 g (35 mmoles) of 4-chloro-o-xylylene glycol, instead of 9.48 g (76 mmoles of 4-chloro-1,3-butanediol and 4.76 g (35 mmoles) of o-xylylene glycol, respectively, to obtain spiro[7-chloro-1,5-dihydro-2,4-benzodioxepin-4'-methylene-5'-methyl-3,2'-[1,3dioxane. Reactants: [H-].[H-].[H-].[H-].[Li+].[Al+3] (LiAlH4), [H-].[H-].[H-].[H-].[Li+].[Al+3] (LiAlH4), C1CCOC1 (THF), C1CCOC1 (THF), FC(CCCN(C(CCC(C(C(C(F)(F)F)(F)F)(F)F)(F)F)=O)CCCC(C(C(C(F)(F)F)(F)F)(F)F)(F)F)(C(C(C(F)(F)F)(F)F)(F)F)F (N,N-bis(4,4,5,5,6,6,7,7,7-nonafluoroheptyl)-4,4,5,5,6,6,7,7,7-nonafluoroheptanamide). Solvent: O (water), O (water). The product is FC(CCCN(CCCC(C(C(C(F)(F)F)(F)F)(F)F)(F)F)CCCC(C(C(C(F)(F)F)(F)F)(F)F)(F)F)(C(C(C(F)(F)F)(F)F)(F)F)F (tris(4,4,5,5,6,6,7,7,7-nonafluoroheptyl)amine). Yield: 86.0%. Reaction SMILES: [H-].[H-].[H-].[H-].[Li+].[Al+3].C1COCC1.[F:12][C:13]([F:61])([C:51]([F:60])([F:59])[C:52]([F:58])([F:57])[C:53]([F:56])([F:55])[F:54])[CH2:14][CH2:15][CH2:16][N:17]([CH2:35][CH2:36][CH2:37][C:38]([F:50])([F:49])[C:39]([F:48])([F:47])[C:40]([F:46])([F:45])[C:41]([F:44])([F:43])[F:42])[C:18](=O)[CH2:19][CH2:20][C:21]([F:33])([F:32])[C:22]([F:31])([F:30])[C:23]([F:29])([F:28])[C:24]([F:27])([F:26])[F:25]>O>[F:12][C:13]([F:61])([C:51]([F:59])([F:60])[C:52]([F:57])([F:58])[C:53]([F:54])([F:55])[F:56])[CH2:14][CH2:15][CH2:16][N:17]([CH2:18][CH2:19][CH2:20][C:21]([F:33])([F:32])[C:22]([F:30])([F:31])[C:23]([F:28])([F:29])[C:24]([F:25])([F:26])[F:27])[CH2:35][CH2:36][CH2:37][C:38]([F:50])([F:49])[C:39]([F:48])([F:47])[C:40]([F:46])([F:45])[C:41]([F:44])([F:43])[F:42] |f:0.1.2.3.4.5|. Reported procedure: A 250-ml 3-necked flask equipped with a stir bar, condenser, nitrogen inlet and an addition funnel was charged with LiAlH4 (1.3 g) and 20 ml THF. To the mixture was added a THF (30 ml) solution of N,N-bis(4,4,5,5,6,6,7,7,7-nonafluoroheptyl)-4,4,5,5,6,6,7,7,7-nonafluoroheptanamide (20.6 g, 25.4 mmol) dropwise at RT. The resulting mixture was refluxed for 30 min. After being cooled, the mixture was carefully treated with water (3 ml) to decompose excess LiAlH4. Another 50 ml water were added and t... The reactants are C(C)(C)(C)OC(=O)N1CCC(CC1)CN1C(CN(CC1)S(=O)(=O)C=1SC(=CC1)C1=CC=C(C=C1)Cl)=O (1-[1-(tert-butoxycarbonyl)piperidin-4-ylmethyl]-4-[5-(4-chlorophenyl)-2-thiophenesulfonyl]-2-piperazinone), Cl (hydrochloric acid). The solvent is C(C)(=O)OCC (ethyl acetate), CO (methanol). Run at time 30 minute. Yields the product Cl.ClC1=CC=C(C=C1)C1=CC=C(S1)S(=O)(=O)N1CC(N(CC1)CC1CCNCC1)=O (4-[5-(4-chlorophenyl)-2-thiophenesulfonyl]-1-(piperidin-4-ylmethyl)-2-piperazinone hydrochloride). As a reaction SMILES: C(OC([N:8]1[CH2:13][CH2:12][CH:11]([CH2:14][N:15]2[CH2:20][CH2:19][N:18]([S:21]([C:24]3[S:25][C:26]([C:29]4[CH:34]=[CH:33][C:32]([Cl:35])=[CH:31][CH:30]=4)=[CH:27][CH:28]=3)(=[O:23])=[O:22])[CH2:17][C:16]2=[O:36])[CH2:10][CH2:9]1)=O)(C)(C)C.Cl>C(OCC)(=O)C.CO>[ClH:35].[Cl:35][C:32]1[CH:33]=[CH:34][C:29]([C:26]2[S:25][C:24]([S:21]([N:18]3[CH2:19][CH2:20][N:15]([CH2:14][CH:11]4[CH2:12][CH2:13][NH:8][CH2:9][CH2:10]4)[C:16](=[O:36])[CH2:17]3)(=[O:23])=[O:22])=[CH:28][CH:27]=2)=[CH:30][CH:31]=1 |f:4.5|. Procedure details: To 1-[1-(tert-butoxycarbonyl)piperidin-4-ylmethyl]-4-[5-(4-chlorophenyl)-2-thiophenesulfonyl]-2-piperazinone (115 mg) were added 4N hydrochloric acid in ethyl acetate (10 ml) and methanol (4 ml), and the mixture was stirred at room temperature for 30 minutes. The reaction solution was concentrated to give crude crystals of 4-[5-(4-chlorophenyl)-2-thiophenesulfonyl]-1-(piperidin-4-ylmethyl)-2-piperazinone hydrochloride. A mixture of the obtained 4-[5-(4-chlorophenyl)-2-thiophenesulfonyl]-1-(piper... Reactants: C1=CC=C(C=C1)C2=CC=C(C=C2)NC3=CC=CC=C3 (ethyl propriolate), O/N=C(\C1=CC=CC=C1)/Cl ((E)-N-hydroxybenzimidoyl chloride), C([O-])(O)=O.[Na+] (sodium bicarbonate), C(C)(=O)OCC (ethyl acetate). Solvent: O (water). Product: C1(=CC=CC=C1)C1=NOC(=C1)C(=O)OCC (ethyl 3-phenylisoxazole-5-carboxylate). The yield is 42.0%. As a reaction SMILES: [CH:1]1C=CC(C2C=CC(NC3C=CC=CC=3)=CC=2)=CC=1.[OH:20]/[N:21]=[C:22](/Cl)\[C:23]1[CH:28]=[CH:27][CH:26]=[CH:25][CH:24]=1.C(=O)(O)[O-].[Na+].[C:35]([O:38][CH2:39][CH3:40])(=[O:37])[CH3:36]>O>[C:23]1([C:22]2[CH:1]=[C:36]([C:35]([O:38][CH2:39][CH3:40])=[O:37])[O:20][N:21]=2)[CH:28]=[CH:27][CH:26]=[CH:25][CH:24]=1 |f:2.3|. Procedure details: A mixture of ethyl propriolate (0.657 mL; 6.43 mmol), (E)-N-hydroxybenzimidoyl chloride (0.500 g; 3.21 mmol) and sodium bicarbonate (0.818 g; 9.64 mmol) in a mixture of ethyl acetate (16 mL) and water (1 mL) was stirred at room temperature. overnight. The reaction mixture was filtered and the filtrate was concentrated under reduced pressure. The crude material was purified by flash chromatography on silica gel (eluent 5 to 80% dichloromethane in heptane) to furnish 0.295 g (42%) of ethyl 3-pheny... Yield: 36.7%. As a reaction SMILES: C([Li])CCC.[CH2:6]([C:8](CC)(P(O)(O)=O)[C:9]([OH:11])=[O:10])C.[CH2:18]([O:25][C:26]1[CH:33]=[C:32]([O:34][CH2:35][C:36]2[CH:41]=[CH:40][CH:39]=[CH:38][CH:37]=2)[CH:31]=[CH:30][C:27]=1C=O)[C:19]1[CH:24]=[CH:23][CH:22]=[CH:21][CH:20]=1.O>O1CCCC1>[CH2:18]([O:25][C:26]1[CH:33]=[C:32]([O:34][CH2:35][C:36]2[CH:37]=[CH:38][CH:39]=[CH:40][CH:41]=2)[CH:31]=[CH:30][C:27]=1/[CH:6]=[CH:8]/[C:9]([OH:11])=[O:10])[C:19]1[CH:24]=[CH:23][CH:22]=[CH:21][CH:20]=1. The solvent is O1CCCC1 (THF), O1CCCC1 (THF), O1CCCC1 (tetrahydrofuran). The product is C(C1=CC=CC=C1)OC1=C(C=CC(=C1)OCC1=CC=CC=C1)/C=C/C(=O)O ((E)-3-(2,4-dibenzyloxyphenyl)prop-2-enoic acid). Run at temperature -70 celsius, time 3 hour. The reactants are C(C)C(C(=O)O)(P(=O)(O)O)CC (diethyl phosphonoacetic acid), C(C1=CC=CC=C1)OC1=C(C=O)C=CC(=C1)OCC1=CC=CC=C1 (2,4-dibenzyloxybenzaldehyde), O (water), C(CCC)[Li] (n-butyl lithium). Reported procedure: To a solution of 2.5 M n-butyl lithium (3.64 mL) in dry tetrahydrofuran (THF) (20 mL) that is cooled to −70° C. under nitrogen is added a solution of diethyl phosphonoacetic acid (0.89 g) in THF (5 mL). After 30 minutes a solution of 2,4-dibenzyloxybenzaldehyde (1.46 g) in THF (5 mL) is slowly added to the cooled solution so as to maintain the temperature. The resulting mixture is stirred at −70° C. for 3 hours and then at 25° C. for 18 hours. The resulting suspension is treated with water, the ...